From a dataset of the Open Reaction Database (ORD), a public repository of structured organic reaction records. describe an organic reaction: reactants, conditions, products, and yield The reactants are C1(=CC=CC=C1)SC=1C=C(C(C(=O)O)=CC1)C(=O)O (4-phenylsulfanyl-phthalic acid), NCC(=O)O (glycine). Run at time 15 minute. Product: O=C1N(C(C2=CC(=CC=C12)SC1=CC=CC=C1)=O)CC(=O)O ((1,3-Dioxo-5-phenylsulfanyl-1,3-dihydro-isoindol-2-yl)-acetic acid). The yield is 98.1%. As a reaction SMILES: [C:1]1([S:7][C:8]2[CH:9]=[C:10]([C:17]([OH:19])=O)[C:11](=[CH:15][CH:16]=2)[C:12]([OH:14])=O)[CH:6]=[CH:5][CH:4]=[CH:3][CH:2]=1.[NH2:20][CH2:21][C:22]([OH:24])=[O:23]>>[O:14]=[C:12]1[C:11]2[C:10](=[CH:9][C:8]([S:7][C:1]3[CH:2]=[CH:3][CH:4]=[CH:5][CH:6]=3)=[CH:16][CH:15]=2)[C:17](=[O:19])[N:20]1[CH2:21][C:22]([OH:24])=[O:23]. Procedure details: 5.62 g of 4-phenylsulfanyl-phthalic acid (20.5 mmol) and 1.55 g of glycine (20.5 mmol) were ground thoroughly together in a mortar. Then the mixture was heated to 210° C. to 220° C. in an oil bath. The molten mass was stirred with a spatula at this temperature for 15 min before it was allowed to cool to ambient temperature in vacuo. 6.30 g of the title compound were obtained; MS-(−)-ion: M−1=311.8; 1H NMR (DMSO-d6): δ=7.82 (d, 1H), 7.46 to 7.62 (m, 7H), 4.26 (s, 2H). Reactants: CC(C)[Mg+], [Cl-], [Cl-], ClCCCl, [NH4+], C1CCOC1, O=C1C(=O)N(C(c2ccccc2)c2ccccc2)c2ccccc21, Oc1ccc2sccc2c1. Yields the product O=C1N(C(c2ccccc2)c2ccccc2)c2ccccc2C1(O)c1cc2sccc2cc1O. Reaction SMILES: [CH:12]([Mg+:13])([CH3:14])[CH3:15].[Cl-:11].[Cl-:40].[Cl:47][CH2:48][CH2:49][Cl:50].[NH4+:41].[O:42]1[CH2:43][CH2:44][CH2:45][CH2:46]1.[c:16]1([CH:22]([N:23]2[C:24](=[O:33])[C:25](=[O:32])[c:26]3[cH:27][cH:28][cH:29][cH:30][c:31]32)[c:34]2[cH:35][cH:36][cH:37][cH:38][cH:39]2)[cH:17][cH:18][cH:19][cH:20][cH:21]1.[s:1]1[c:2]2[c:3]([cH:4][cH:5]1)[cH:6][c:7]([OH:10])[cH:8][cH:9]2>>[s:1]1[c:2]2[c:3]([cH:4][cH:5]1)[cH:6][c:7]([OH:10])[c:8]([C:25]1([OH:32])[C:24](=[O:33])[N:23]([CH:22]([c:16]3[cH:17][cH:18][cH:19][cH:20][cH:21]3)[c:34]3[cH:35][cH:36][cH:37][cH:38][cH:39]3)[c:31]3[c:26]1[cH:27][cH:28][cH:29][cH:30]3)[cH:9]2.